From a dataset of the Open Reaction Database (ORD), a public repository of structured organic reaction records. describe an organic reaction: reactants, conditions, products, and yield The reactants are FC1=C(C[C@H](CC2=NN=C3N2C=CC=2N3N=C(N2)C(F)(F)F)NC(C)=O)C=C(C(=C1)F)F (N-{(1R)-1-(2,4,5-trifluorobenzyl)-2-[8-(trifluoromethyl)bis[1,2,4]triazolo[1,5-c:4′,3′-a]pyrimidin-3-yl]ethyl}acetamide), [H][H] (hydrogen). The reagents and catalysts are [Pd] (palladium on carbon). Run in COCCO (2-methoxyethanol). The product is FC1=C(C[C@H](CC2=NN=C3N2CCC=2N3N=C(N2)C(F)(F)F)NC(C)=O)C=C(C(=C1)F)F (N-{(1R)-1-(2,4,5-Trifluorobenzyl)-2-[8-(trifluoromethyl)-5,6-dihydrobis[1,2,4]triazolo[1,5-c:4′,3′-a]pyrimidin-3-yl]ethyl}acetamide). Reaction SMILES: [F:1][C:2]1[CH:30]=[C:29]([F:31])[C:28]([F:32])=[CH:27][C:3]=1[CH2:4][C@@H:5]([NH:23][C:24](=[O:26])[CH3:25])[CH2:6][C:7]1[N:11]2[CH:12]=[CH:13][C:14]3[N:15]([N:16]=[C:17]([C:19]([F:22])([F:21])[F:20])[N:18]=3)[C:10]2=[N:9][N:8]=1.[H][H]>[Pd].COCCO>[F:1][C:2]1[CH:30]=[C:29]([F:31])[C:28]([F:32])=[CH:27][C:3]=1[CH2:4][C@@H:5]([NH:23][C:24](=[O:26])[CH3:25])[CH2:6][C:7]1[N:11]2[CH2:12][CH2:13][C:14]3[N:15]([N:16]=[C:17]([C:19]([F:22])([F:21])[F:20])[N:18]=3)[C:10]2=[N:9][N:8]=1. Procedure: A mixture of 52.1 mg (0.114 mmol) of N-{(1R)-1-(2,4,5-trifluorobenzyl)-2-[8-(trifluoromethyl)bis[1,2,4]triazolo[1,5-c:4′,3′-a]pyrimidin-3-yl]ethyl}acetamide, 52 mg of 10% palladium on carbon, and 5 mL of 2-methoxyethanol was shaken with hydrogen (52 psi) for 26 h. The catalyst was removed by filtration through Celite, and the filtrate was concentrated to dryness. The residue was purified by preparative thin-layer chromatography on silica gel (three successive developments in 92.5:7.5 dichloromet... Starting materials: COC1=C(C=C(C2=CC=CC=C12)S(=O)(=O)N(C)C)C(=O)OC (methyl 1-methoxy-4-(N,N-dimethylaminosulfonyl)-2-napthalenecarboxylate), [OH-].[Na+] (NaOH). Solvent: C(C)O (ethanol). Yields the product COC1=C(C=C(C2=CC=CC=C12)S(=O)(=O)N(C)C)C(=O)O (1-Methoxy-4-(N,N-dimethylaminosulfonyl)-2-naphthalenecarboxylic acid). As a reaction SMILES: [CH3:1][O:2][C:3]1[C:12]2[C:7](=[CH:8][CH:9]=[CH:10][CH:11]=2)[C:6]([S:13]([N:16]([CH3:18])[CH3:17])(=[O:15])=[O:14])=[CH:5][C:4]=1[C:19]([O:21]C)=[O:20].[OH-].[Na+]>C(O)C>[CH3:1][O:2][C:3]1[C:12]2[C:7](=[CH:8][CH:9]=[CH:10][CH:11]=2)[C:6]([S:13]([N:16]([CH3:17])[CH3:18])(=[O:15])=[O:14])=[CH:5][C:4]=1[C:19]([OH:21])=[O:20] |f:1.2|. Reported procedure: A solution of methyl 1-methoxy-4-(N,N-dimethylaminosulfonyl)-2-napthalenecarboxylate (2.3 g; 7.13 mmol; 1 eq) is refluxed in 50% ethanol with 428 mg of NaOH (10.71 mmol; 1.5 eq) for 2 h. Next, the solvent is evaporated off under vacuum and the residue is taken up in water and extracted once with ethyl acetate. 1N HCl is added to the aqueous phase to pH 1-2. The mixture is extracted twice with dichloromethane, dried and evaporated. Reactants: O=C(O)c1cc([N+](=O)[O-])cc2sc3ccccc3c(=O)c12, O=S(Cl)Cl. The product is O=C(O)c1cc(Cl)cc2sc3ccccc3c(=O)c12. RXN SMILES: [N+:1]([O-:2])(=[O:3])[c:4]1[cH:5][c:6]([C:19](=[O:20])[OH:21])[c:7]2[c:8](=[O:18])[c:9]3[cH:10][cH:11][cH:12][cH:13][c:14]3[s:15][c:16]2[cH:17]1.[S:22]([Cl:23])([Cl:24])=[O:25]>>[c:4]1([Cl:24])[cH:5][c:6]([C:19](=[O:20])[OH:21])[c:7]2[c:8](=[O:18])[c:9]3[cH:10][cH:11][cH:12][cH:13][c:14]3[s:15][c:16]2[cH:17]1. Starting materials: O=C1CCC(=O)N1Br, ClC(Cl)(Cl)Cl, COC(=O)c1cccc(F)c1C, ClC(Cl)Cl, CC(C)(C#N)N=NC(C)(C)C#N, O. Product: COC(=O)c1cccc(F)c1CBr. Reaction SMILES: [Br:13][N:14]1[C:15](=[O:16])[CH2:17][CH2:18][C:19]1=[O:20].[C:34]([Cl:35])([Cl:36])([Cl:37])[Cl:38].[CH3:1][O:2][C:3]([c:4]1[c:5]([CH3:11])[c:6]([F:10])[cH:7][cH:8][cH:9]1)=[O:12].[CH:39]([Cl:40])([Cl:41])[Cl:42].[N:21]#[C:22][C:23]([N:24]=[N:25][C:26]([C:27]#[N:28])([CH3:29])[CH3:30])([CH3:31])[CH3:32].[OH2:33]>>[CH3:1][O:2][C:3]([c:4]1[c:5]([CH2:11][Br:13])[c:6]([F:10])[cH:7][cH:8][cH:9]1)=[O:12]. Starting materials: Cl (HCl), Cl (HCl), CC1=C(C=C(C=C1)C(F)(F)F)S(=O)(=O)N1CCN(CC1)C(=O)OC(C)(C)C (1,1-dimethylethyl 4-{[2-methyl-5-(trifluoromethyl)phenyl]sulfonyl}-1-piperazinecarboxylate), Cl (HCl). The solvent is O1CCOCC1 (dioxane), O1CCOCC1 (dioxane), O1CCOCC1 (1,4-dioxane), O1CCOCC1 (dioxane). Conditions: time 8 hour. Yields the product CC1=C(C=C(C=C1)C(F)(F)F)S(=O)(=O)N1CCNCC1 (1-{[2-methyl-5-(trifluoromethyl)phenyl]sulfonyl}piperazine). Reaction SMILES: [CH3:1][C:2]1[CH:7]=[CH:6][C:5]([C:8]([F:11])([F:10])[F:9])=[CH:4][C:3]=1[S:12]([N:15]1[CH2:20][CH2:19][N:18](C(OC(C)(C)C)=O)[CH2:17][CH2:16]1)(=[O:14])=[O:13].Cl>O1CCOCC1>[CH3:1][C:2]1[CH:7]=[CH:6][C:5]([C:8]([F:10])([F:9])[F:11])=[CH:4][C:3]=1[S:12]([N:15]1[CH2:16][CH2:17][NH:18][CH2:19][CH2:20]1)(=[O:14])=[O:13]. Procedure details: 1,1-dimethylethyl 4-{[2-methyl-5-(trifluoromethyl)phenyl]sulfonyl}-1-piperazinecarboxylate (may be prepared as described in Description 29) (2.1 g, 5.14 mmol) in 1,4-dioxane (50 mL) was treated by HCl 4M in dioxane (6.43 mL, 25.7 mmol). The reaction mixture was stirred overnight at room temperature. LCMS showed a mixture of starting material and product so 8 ml of 4M HCl in dioxane were added. LCMS after 2 h showed still some starting material so 5 ml of 4M HCl in dioxane were added. LCMS after ...